describe an organic reaction: reactants, conditions, products, and yield From a dataset of the Open Reaction Database (ORD), a public repository of structured organic reaction records. Isolated yield 93.4%. Procedure: 4-[(6,7-Dimethoxy-4-quinolyl)oxy]-2,3-dimethylaniline (50 mg) was added to toluene (5 ml), and triethylamine (0.5 ml), and the mixture was heated under reflux to prepare a solution. A solution of triphosgene (68 mg) in methylene chloride was then added thereto, and the mixture was heated under reflux for 10 min. Next, 2,6-dimethylphenol (28 mg) was added thereto, and the mixture was further stirred with heating under reflux for 3 hr. A saturated aqueous sodium bicarbonate solution was added to s... The product is COC=1C=C2C(=CC=NC2=CC1OC)OC1=C(C(=C(C=C1)NC(OC1=C(C=CC=C1C)C)=O)C)C (2,6-Dimethylphenyl N-(4-[(6,7-dimethoxy-4-quinolyl)oxy]-2,3-dimethylphenyl}carbamate). Reactants: COC=1C=C2C(=CC=NC2=CC1OC)OC1=C(C(=C(N)C=C1)C)C (4-[(6,7-Dimethoxy-4-quinolyl)oxy]-2,3-dimethylaniline), ClC(Cl)(OC(OC(Cl)(Cl)Cl)=O)Cl (triphosgene), C([O-])(O)=O.[Na+] (sodium bicarbonate), CC1=C(C(=CC=C1)C)O (2,6-dimethylphenol). The solvent is C(C)N(CC)CC (triethylamine), C1(=CC=CC=C1)C (toluene), C(Cl)Cl (methylene chloride). Reaction SMILES: [CH3:1][O:2][C:3]1[CH:4]=[C:5]2[C:10](=[CH:11][C:12]=1[O:13][CH3:14])[N:9]=[CH:8][CH:7]=[C:6]2[O:15][C:16]1[CH:22]=[CH:21][C:19]([NH2:20])=[C:18]([CH3:23])[C:17]=1[CH3:24].Cl[C:26](Cl)([O:28][C:29](=[O:35])OC(Cl)(Cl)Cl)Cl.C[C:38]1[CH:43]=[CH:42][CH:41]=[C:40]([CH3:44])[C:39]=1O.C(=O)(O)[O-].[Na+]>C(Cl)Cl.C(N(CC)CC)C.C1(C)C=CC=CC=1>[CH3:1][O:2][C:3]1[CH:4]=[C:5]2[C:10](=[CH:11][C:12]=1[O:13][CH3:14])[N:9]=[CH:8][CH:7]=[C:6]2[O:15][C:16]1[CH:22]=[CH:21][C:19]([NH:20][C:29](=[O:35])[O:28][C:26]2[C:42]([CH3:41])=[CH:43][CH:38]=[CH:39][C:40]=2[CH3:44])=[C:18]([CH3:23])[C:17]=1[CH3:24] |f:3.4|. The reactants are NC=1C=C(C(=O)C2CCN(CC2)C)C=CC1 (4-[3-aminobenzoyl]-1-methylpiperidine), CN=C=S (methyl isothiocyanate). Yields the product CNC(NC=1C=C(C(=O)C2CCN(CC2)C)C=CC1)=S (4-[3-(methylthioureido)benzoyl]-1-methylpiperidine). The yield is 65.6%. RXN SMILES: [NH2:1][C:2]1[CH:3]=[C:4]([CH:14]=[CH:15][CH:16]=1)[C:5]([CH:7]1[CH2:12][CH2:11][N:10]([CH3:13])[CH2:9][CH2:8]1)=[O:6].[CH3:17][N:18]=[C:19]=[S:20]>>[CH3:17][NH:18][C:19](=[S:20])[NH:1][C:2]1[CH:3]=[C:4]([CH:14]=[CH:15][CH:16]=1)[C:5]([CH:7]1[CH2:8][CH2:9][N:10]([CH3:13])[CH2:11][CH2:12]1)=[O:6]. Procedure: Following the example above and beginning with 4-[3-aminobenzoyl]-1-methylpiperidine (25 mg, 0.115 mmol) and methyl isothiocyanate (124 μL, 1.813 mmol), 22.0 mg (66%) of the title compound were recovered. Reactants: CCOC(=O)CCCC(C)=O, CN(C)N, Cc1ccccc1, O=C(O)C(F)(F)F. The product is CCOC(=O)CCCC(C)=NN(C)C. As a reaction SMILES: [C:1]([CH3:2])(=[O:3])[CH2:4][CH2:5][CH2:6][C:7](=[O:8])[O:9][CH2:10][CH3:11].[CH3:12][N:13]([NH2:14])[CH3:15].[CH3:23][c:24]1[cH:25][cH:26][cH:27][cH:28][cH:29]1.[OH:16][C:17]([C:18]([F:19])([F:20])[F:21])=[O:22]>>[C:1]([CH3:2])([CH2:4][CH2:5][CH2:6][C:7](=[O:8])[O:9][CH2:10][CH3:11])=[N:14][N:13]([CH3:12])[CH3:15]. The reactants are CCO, O=[N+]([O-])c1ccc(OCCCl)cc1. Yields the product Nc1ccc(OCCCl)cc1. RXN SMILES: [CH3:14][CH2:15][OH:16].[Cl:1][CH2:2][CH2:3][O:4][c:5]1[cH:6][cH:7][c:8]([N+:11]([O-:12])=[O:13])[cH:9][cH:10]1>>[Cl:1][CH2:2][CH2:3][O:4][c:5]1[cH:6][cH:7][c:8]([NH2:11])[cH:9][cH:10]1. Reactants: CCOC(=O)C(Br)C(=O)OCC, CNc1ccc(Cl)cc1, c1ccccc1. Yields the product CCOC(=O)C(C(=O)OCC)N(C)c1ccc(Cl)cc1. RXN SMILES: [Br:10][CH:11]([C:12](=[O:13])[O:14][CH2:15][CH3:16])[C:17](=[O:18])[O:19][CH2:20][CH3:21].[Cl:1][c:2]1[cH:3][cH:4][c:5]([NH:6][CH3:7])[cH:8][cH:9]1.[cH:22]1[cH:23][cH:24][cH:25][cH:26][cH:27]1>>[Cl:1][c:2]1[cH:3][cH:4][c:5]([N:6]([CH3:7])[CH:11]([C:12](=[O:13])[O:14][CH2:15][CH3:16])[C:17](=[O:18])[O:19][CH2:20][CH3:21])[cH:8][cH:9]1. Reactants: Cl (HCl), O (water), BrC1=CC=C(C=C1)C(=O)C1CC1 (4-bromophenylcyclopropylmethanone), C(#N)[Cu] (CuCN). Reagents/catalysts: [Fe](Cl)(Cl)Cl (iron(III) chloride). Solvent: CN(C)C=O (DMF). Run at temperature 70 celsius, time 4 hour. Yields the product C(#N)C1=CC=C(C=C1)C(=O)C1CC1 (4-Cyanophenylcyclopropylmethanone). RXN SMILES: Br[C:2]1[CH:7]=[CH:6][C:5]([C:8]([CH:10]2[CH2:12][CH2:11]2)=[O:9])=[CH:4][CH:3]=1.[C:13]([Cu])#[N:14].Cl.O>CN(C=O)C.[Fe](Cl)(Cl)Cl>[C:13]([C:2]1[CH:7]=[CH:6][C:5]([C:8]([CH:10]2[CH2:12][CH2:11]2)=[O:9])=[CH:4][CH:3]=1)#[N:14]. Procedure: 22.5 g of 4-bromophenylcyclopropylmethanone (100 mmol) and 10.3 g of CuCN (100 mmol) are dissolved in 15 ml of DMF and heated under reflux, with stirring, for 4 hours. The suspension is allowed to cool down to 70° C. and is then poured into a solution consisting of 40 g of iron(III) chloride, 10 ml of conc. HCl and 60 ml of water. The mixture is stirred at 70° C. for 20 minutes. It is then extracted three times with 90 ml of toluene on each occasion. The combined organic phases are washed with 2... Reactants: B(c1ccccc1)(O)O (effective_coupling_partner), CCN(CC)C(=O)Oc2c1ccccc1cc3ccccc23 (substrate). Reagents/catalysts: PCy3. Run at temperature 100 celsius, time 6 hour. Product: c4ccc(c2c1ccccc1cc3ccccc23)cc4. Reactants: CC(C)C[AlH]CC(C)C (DIBALH), IC1=CC(=C(C(=O)OC)C=C1)OC (methyl 4-iodo-2-methoxybenzoate), [NH4+].[Cl-] (NH4Cl). Solvent: C1CCOC1 (THF). Conditions: temperature -78 celsius. Yields the product IC1=CC(=C(C=C1)CO)OC ((4-iodo-2-methoxyphenyl)methanol). The yield is 31.2%. Reaction SMILES: [I:1][C:2]1[CH:11]=[CH:10][C:5]([C:6](OC)=[O:7])=[C:4]([O:12][CH3:13])[CH:3]=1.CC(C[AlH]CC(C)C)C.[NH4+].[Cl-]>C1COCC1>[I:1][C:2]1[CH:11]=[CH:10][C:5]([CH2:6][OH:7])=[C:4]([O:12][CH3:13])[CH:3]=1 |f:2.3|. Procedure: A solution of methyl 4-iodo-2-methoxybenzoate (840 mg, 2.88 mmol) in THF was purged with nitrogen and cooled to −78° C. DIBALH (6 mL, 5.75 mmol, 1M in toluene) was added slowly. The mixture was then stirred at the same temperature for an hour. Saturated aqueous NH4Cl solution was added, followed by extraction with ethyl acetate twice. The organic phase was then washed with brine and dried with anhydrous Na2SO4. Solvent was removed and the resulting residue purified by flash column chromatograph ... Reactants: BrC=1C=C2C(=CN1)N(N=C2C2=CC=CC=C2)C2OCCCC2 (5-bromo-3-phenyl-1-(tetrahydro-pyran-2-yl)-1H-pyrazolo[3,4-c]pyridine), N1N=CN=C1 (1,2,4-triazole). Product: C1(=CC=CC=C1)C1=NNC2=CN=C(C=C21)N2N=CN=C2 (3-phenyl-5-(1H-1,2,4-triazol-1-yl)-1H-pyrazolo[3,4-c]pyridine). Yield: 27.0%. As a reaction SMILES: Br[C:2]1[CH:3]=[C:4]2[C:10]([C:11]3[CH:16]=[CH:15][CH:14]=[CH:13][CH:12]=3)=[N:9][N:8](C3CCCCO3)[C:5]2=[CH:6][N:7]=1.[NH:23]1[CH:27]=[N:26][CH:25]=[N:24]1>>[C:11]1([C:10]2[C:4]3[C:5](=[CH:6][N:7]=[C:2]([N:23]4[CH:27]=[N:26][CH:25]=[N:24]4)[CH:3]=3)[NH:8][N:9]=2)[CH:12]=[CH:13][CH:14]=[CH:15][CH:16]=1. Procedure details: Following the procedures of Examples 146 and 131, 5-bromo-3-phenyl-1-(tetrahydro-pyran-2-yl)-1H-pyrazolo[3,4-c]pyridine and 1,2,4-triazole were reacted to give 142 as a white solid (20 mg, 27%) over two steps. ESI MS m/z 263.0 (M+1). 1H NMR (400 MHz, DMSO): 14.32 (s, 1H), 9.36 (s, 1H), 9.09 (d, J=1.0 Hz, 1H), 8.38 (d, J=1.0 Hz, 1H), 8.30 (s, 1H), 8.07-8.00 (m, 2H), 7.60 (t, J=7.6 Hz, 2H), 7.48 (t, J=7.4 Hz, 1H)